This data is from the Open Reaction Database (ORD), a public repository of structured organic reaction records. The task is: describe an organic reaction: reactants, conditions, products, and yield The reactants are C(CCCCCCCCCCCCCCCCC)NCCCCCCCCCCCCCCCCCC (dioctadecylamine), [Zn] (Zn), C(=S)=S (Carbon disulfide), fatty amine, [O-2].[Zn+2] (zinc oxide). Conditions: temperature 70 celsius, time 30 minute. Yields the product C(CCCCCCCCCCCCCCCCC)N(C([S-])=S)CCCCCCCCCCCCCCCCCC.[Zn+2].C(CCCCCCCCCCCCCCCCC)N(C([S-])=S)CCCCCCCCCCCCCCCCCC (Zinc Di-Octadecyldithiocarbamate). Reaction SMILES: [CH2:1]([NH:19][CH2:20][CH2:21][CH2:22][CH2:23][CH2:24][CH2:25][CH2:26][CH2:27][CH2:28][CH2:29][CH2:30][CH2:31][CH2:32][CH2:33][CH2:34][CH2:35][CH2:36][CH3:37])[CH2:2][CH2:3][CH2:4][CH2:5][CH2:6][CH2:7][CH2:8][CH2:9][CH2:10][CH2:11][CH2:12][CH2:13][CH2:14][CH2:15][CH2:16][CH2:17][CH3:18].[O-2].[Zn+2:39].[Zn].[C:41](=[S:43])=[S:42]>>[CH2:20]([N:19]([CH2:1][CH2:2][CH2:3][CH2:4][CH2:5][CH2:6][CH2:7][CH2:8][CH2:9][CH2:10][CH2:11][CH2:12][CH2:13][CH2:14][CH2:15][CH2:16][CH2:17][CH3:18])[C:41](=[S:42])[S-:43])[CH2:21][CH2:22][CH2:23][CH2:24][CH2:25][CH2:26][CH2:27][CH2:28][CH2:29][CH2:30][CH2:31][CH2:32][CH2:33][CH2:34][CH2:35][CH2:36][CH3:37].[Zn+2:39].[CH2:20]([N:19]([CH2:1][CH2:2][CH2:3][CH2:4][CH2:5][CH2:6][CH2:7][CH2:8][CH2:9][CH2:10][CH2:11][CH2:12][CH2:13][CH2:14][CH2:15][CH2:16][CH2:17][CH3:18])[C:41](=[S:42])[S-:43])[CH2:21][CH2:22][CH2:23][CH2:24][CH2:25][CH2:26][CH2:27][CH2:28][CH2:29][CH2:30][CH2:31][CH2:32][CH2:33][CH2:34][CH2:35][CH2:36][CH3:37] |f:1.2,5.6.7|. Reported procedure: To a 250 mL round bottomed flask was placed 60 g of dioctadecylamine (a fatty amine derived from a natural oil) and 2.40 g of zinc oxide. Carbon disulfide, 9.0 g, was then added dropwise, and the mixture was stirred for 30 minutes. The flask was then stirred and heated for 2 hours at 70° C., and then stirred for an addition 2 hours at 90° C. A vacuum was then applied to remove water of reaction and the temperature was increased to 130° C., and the reaction was maintained in this state for 3 hour... Starting materials: C1COCCO1, CCN(C(C)C)C(C)C, CC(NCc1cc(C(F)(F)F)ccc1Oc1cccc(CC(=O)O)c1)C(O)c1ccccc1. Yields the product CC1C(c2ccccc2)OC(=O)N1Cc1cc(C(F)(F)F)ccc1Oc1cccc(CC(=O)O)c1. As a reaction SMILES: [CH2:43]1[CH2:44][O:45][CH2:48][CH2:47][O:46]1.[CH:34]([N:35]([CH:36]([CH3:37])[CH3:38])[CH2:39][CH3:40])([CH3:41])[CH3:42].[OH:1][CH:2]([CH:3]([CH3:4])[NH:5][CH2:6][c:7]1[c:8]([O:9][c:10]2[cH:11][c:12]([CH2:16][C:17](=[O:18])[OH:19])[cH:13][cH:14][cH:15]2)[cH:20][cH:21][c:22]([C:24]([F:25])([F:26])[F:27])[cH:23]1)[c:28]1[cH:29][cH:30][cH:31][cH:32][cH:33]1>>[O:1]1[CH:2]([c:28]2[cH:29][cH:30][cH:31][cH:32][cH:33]2)[CH:3]([CH3:4])[N:5]([CH2:6][c:7]2[c:8]([O:9][c:10]3[cH:11][c:12]([CH2:16][C:17](=[O:18])[OH:19])[cH:13][cH:14][cH:15]3)[cH:20][cH:21][c:22]([C:24]([F:25])([F:26])[F:27])[cH:23]2)[C:44]1=[O:45].